This data is from the Open Reaction Database (ORD), a public repository of structured organic reaction records. The task is: describe an organic reaction: reactants, conditions, products, and yield Starting materials: C1OC23[C@]4(C)[C@@H](CC2(OCCO3)OC1)[C@@H]1/C(/CC3CCCC[C@]3(C)[C@H]1CC4)=N/OCC=C (17,17-bis(ethylendioxy)-7-(E)-allyloxyiminoandrostane), C=C1C[C@H]2[C@@H]3CCC([C@@]3(C)CC[C@@H]2[C@]2(CCC(CC12)=O)C)=O (6-methyleneandrostane-3,17-dione). Product: C(C=C)O\N=C/1\[C@H]2[C@@H]3CCC([C@@]3(C)CC[C@@H]2[C@]2(CCC(CC2C1)=O)C)=O (7-(E)-Allyloxyiminoandrostane-3,17-dione). Yield: 76.0%. RXN SMILES: C1CO[C:8]23OCCO[C:3]2([C@:4]2([CH2:27][CH2:26][C@H:25]4[C@@H:15](/[C:16](=[N:28]/[O:29][CH2:30][CH:31]=[CH2:32])/[CH2:17][CH:18]5[C@:23]4([CH3:24])[CH2:22][CH2:21][CH2:20][CH2:19]5)[C@@H:6]2[CH2:7]3)[CH3:5])[O:2]1.C=C1C2[C@](C)(CCC(=[O:52])C2)[C@@H]2[C@H]([C@H]3[C@@](CC2)(C)C(=O)CC3)C1>>[CH2:30]([O:29]/[N:28]=[C:16]1/[C@@H:15]2[C@@H:25]([C@:23]3([CH3:24])[CH:22]([CH2:17]/1)[CH2:21][C:20](=[O:52])[CH2:19][CH2:18]3)[CH2:26][CH2:27][C@@:4]1([CH3:5])[C@H:6]2[CH2:7][CH2:8][C:3]1=[O:2])[CH:31]=[CH2:32]. Procedure details: The title compound II-av was prepared in 76% yield from 3,3:17,17-bis(ethylendioxy)-7-(E)-allyloxyiminoandrostane by the procedure described above for the preparation of 6-methyleneandrostane-3,17-dione (II-ac, Prepn. 13). The crude product was purified by flash chromatography (SiO2, n-hexane/EtOAc 8/2). 1H-NMR (300 MHz, DMSO-d6, ppm from TMS): δ 5.98 (1H, m), 5.24 (1H, m), 5.14 (1H, m), 4.48 (2H, m), 2.40-1.10 (20H, m), 1.00 (3H, s), 0.81 (3H, s). The reactants are CCO, CC(C)N(CC1CN(S(=O)(=O)c2ccc(Cl)nc2)CCN1c1ncc(C(O)(C(F)(F)F)C(F)(F)F)cn1)S(C)(=O)=O, [NH4+], [OH-]. Yields the product CC(C)N(CC1CN(S(=O)(=O)c2ccc(N)nc2)CCN1c1ncc(C(O)(C(F)(F)F)C(F)(F)F)cn1)S(C)(=O)=O. RXN SMILES: [CH3:44][CH2:45][OH:46].[Cl:1][c:2]1[cH:3][cH:4][c:5]([S:8](=[O:9])(=[O:10])[N:11]2[CH2:12][CH:13]([CH2:33][N:34]([S:35](=[O:36])(=[O:37])[CH3:38])[CH:39]([CH3:40])[CH3:41])[N:14]([c:17]3[n:18][cH:19][c:20]([C:23]([C:24]([F:25])([F:26])[F:27])([C:28]([F:29])([F:30])[F:31])[OH:32])[cH:21][n:22]3)[CH2:15][CH2:16]2)[cH:6][n:7]1.[NH4+:42].[OH-:43]>>[c:2]1([NH2:42])[cH:3][cH:4][c:5]([S:8](=[O:9])(=[O:10])[N:11]2[CH2:12][CH:13]([CH2:33][N:34]([S:35](=[O:36])(=[O:37])[CH3:38])[CH:39]([CH3:40])[CH3:41])[N:14]([c:17]3[n:18][cH:19][c:20]([C:23]([C:24]([F:25])([F:26])[F:27])([C:28]([F:29])([F:30])[F:31])[OH:32])[cH:21][n:22]3)[CH2:15][CH2:16]2)[cH:6][n:7]1.